From a dataset of the Open Reaction Database (ORD), a public repository of structured organic reaction records. describe an organic reaction: reactants, conditions, products, and yield Starting materials: C(CCC)[Li] (Butyllithium), COCOC1=NOC(=C1)C1=CC=CC=C1 (3-Methoxymethoxy-5-phenylisoxazole), C1=CC=C(C=C1)S(=O)(=O)N(F)S(=O)(=O)C2=CC=CC=C2 (N-fluorobenzenesulfonimide). Solvent: O1CCCC1 (tetrahydrofuran). Run at temperature -78 celsius, time 15 minute. The product is FC=1C(=NOC1C1=CC=CC=C1)OCOC (4-Fluoro-3-methoxymethoxy-5-phenylisoxazole). Yield: 79.8%. Reaction SMILES: [CH3:1][O:2][CH2:3][O:4][C:5]1[CH:9]=[C:8]([C:10]2[CH:15]=[CH:14][CH:13]=[CH:12][CH:11]=2)[O:7][N:6]=1.C([Li])CCC.C1C=CC(S(N(S(C2C=CC=CC=2)(=O)=O)[F:31])(=O)=O)=CC=1>O1CCCC1>[F:31][C:9]1[C:5]([O:4][CH2:3][O:2][CH3:1])=[N:6][O:7][C:8]=1[C:10]1[CH:15]=[CH:14][CH:13]=[CH:12][CH:11]=1. Procedure: 3-Methoxymethoxy-5-phenylisoxazole (2.05 g) was dissolved in anhydrous tetrahydrofuran (30 ml), and the solution was cooled to -78° C. Butyllithium (1.68M hexane solution, 7.1 ml) was added dropwise thereto, and the resulting mixture was stirred at the same temperature for 15 minutes. Then, N-fluorobenzenesulfonimide (3.15 g) was added to the reaction mixture, followed by stirring of the resulting mixture at the same temperature for 15 minutes. The cooling bath was removed and the temperature of... The reactants are BrCC(=O)OC(C)(C)C (tert-butyl bromoacetate), cis-tert-Butyl ({3-[8-chloro-1-(3-benzyloxyphenyl)imidazo[1,5-a]pyrazin-3-yl]cyclobutyl}oxy) acetate, C(C1=CC=CC=C1)OC=1C=C(C=CC1)C=1N=C(N2C1C(=NC=C2)Cl)[C@H]2C[C@H](C2)O (cis-3-[1-(3-Benzyloxyphenyl)-8-chloroimidazo[1,5-a]pyrazin-3-yl]cyclobutanol), C[Si](C)(C)[N-][Si](C)(C)C.[Na+] (sodium bis(trimethylsilyl)amide). The solvent is C1CCOC1 (THF). Run at temperature -78 celsius, time 1 hour. Yields the product NC=1C=2N(C=CN1)C(=NC2C2=CC(=CC=C2)OCC2=CC=CC=C2)[C@H]2C[C@H](C2)OCC(=O)OC(C)(C)C (cis-tert-Butyl ({3-[8-amino-1-(3-benzyloxyphenyl)-imidazo[1,5-a]pyrazin-3-yl]-cyclobutyl}oxy)acetate). Reaction SMILES: [CH2:1]([O:8][C:9]1[CH:10]=[C:11]([C:15]2[N:16]=[C:17]([C@@H:25]3[CH2:28][C@H:27]([OH:29])[CH2:26]3)[N:18]3[CH:23]=[CH:22][N:21]=[C:20](Cl)[C:19]=23)[CH:12]=[CH:13][CH:14]=1)[C:2]1[CH:7]=[CH:6][CH:5]=[CH:4][CH:3]=1.C[Si]([N-:34][Si](C)(C)C)(C)C.[Na+].Br[CH2:41][C:42]([O:44][C:45]([CH3:48])([CH3:47])[CH3:46])=[O:43]>C1COCC1>[NH2:34][C:20]1[C:19]2[N:18]([C:17]([C@@H:25]3[CH2:28][C@H:27]([O:29][CH2:41][C:42]([O:44][C:45]([CH3:48])([CH3:47])[CH3:46])=[O:43])[CH2:26]3)=[N:16][C:15]=2[C:11]2[CH:12]=[CH:13][CH:14]=[C:9]([O:8][CH2:1][C:2]3[CH:7]=[CH:6][CH:5]=[CH:4][CH:3]=3)[CH:10]=2)[CH:23]=[CH:22][N:21]=1 |f:1.2|. Procedure: cis-tert-Butyl ({3-[8-chloro-1-(3-benzyloxyphenyl)imidazo[1,5-a]pyrazin-3-yl]cyclobutyl}oxy) acetate: cis-3-[1-(3-Benzyloxyphenyl)-8-chloroimidazo[1,5-a]pyrazin-3-yl]cyclobutanol (1.58 mmol, 640 mg) was dissolved in THF (8 mL) and cooled to −78° C. when it was charged with sodium bis(trimethylsilyl)amide (2.37 mmol, 2.37 mL), followed by adding tert-butyl bromoacetate (3.15 mmol, 0.47 mL) portion by portion. The reaction mixture was stirred under −20° C. for 30 min and 0° C. for 1 h before it wa... Reactants: C(=O)(C(F)(F)F)O (TFA), C[C@@H]1CCC=2N=CN=C(C21)C2CCN(CC2)C(=O)OC(C)(C)C ((R)-tert-butyl 4-(5-methyl-6,7-dihydro-5H-cyclopenta[d]pyrimidin-4-yl)piperidine-1-carboxylate). Run in C(Cl)Cl (DCM). Reaction conditions: time 1 hour. Product: C[C@@H]1CCC=2N=CN=C(C21)C2CCNCC2 ((R)-5-methyl-4-(piperidin-4-yl)-6,7-dihydro-5H-cyclopenta[d]pyrimidine). Reaction SMILES: C(O)(C(F)(F)F)=O.[CH3:8][C@H:9]1[C:17]2[C:16]([CH:18]3[CH2:23][CH2:22][N:21](C(OC(C)(C)C)=O)[CH2:20][CH2:19]3)=[N:15][CH:14]=[N:13][C:12]=2[CH2:11][CH2:10]1>C(Cl)Cl>[CH3:8][C@H:9]1[C:17]2[C:16]([CH:18]3[CH2:23][CH2:22][NH:21][CH2:20][CH2:19]3)=[N:15][CH:14]=[N:13][C:12]=2[CH2:11][CH2:10]1. Procedure: TFA (193 μL, 2.50 mmol) was added to a solution of (R)-tert-butyl 4-(5-methyl-6,7-dihydro-5H-cyclopenta[d]pyrimidin-4-yl)piperidine-1-carboxylate (32 mg, 0.10 mmol) in DCM (1 mL). The mixture was stirred at room temperature for 1 hour and concentrated to give (R)-5-methyl-4-(piperidin-4-yl)-6,7-dihydro-5H-cyclopenta[d]pyrimidine as an oil, which was used further without purification. Starting materials: OS(=O)(=O)O (H2SO4), [O-]S(=O)(=O)[O-].[Mg+2] (MgSO4), FC=1C=C(C(=O)O)C=C(C1)F (3,5-difluorobenzoic acid), CC(C)(C)O (t-BuOH). Solvent: C1(=CC=CC=C1)C (toluene). Reaction conditions: time 15 minute. The product is FC=1C=C(C(=O)OC(C)(C)C)C=C(C1)F (tert-butyl 3,5-difluorobenzoate). Isolated yield 78.3%. Reaction SMILES: OS(O)(=O)=O.[O-]S([O-])(=O)=O.[Mg+2].[F:12][C:13]1[CH:14]=[C:15]([CH:19]=[C:20]([F:22])[CH:21]=1)[C:16]([OH:18])=[O:17].[CH3:23][C:24](O)([CH3:26])[CH3:25]>C1(C)C=CC=CC=1>[F:12][C:13]1[CH:14]=[C:15]([CH:19]=[C:20]([F:22])[CH:21]=1)[C:16]([O:18][C:24]([CH3:26])([CH3:25])[CH3:23])=[O:17] |f:1.2|. Procedure details: Concentrated H2SO4 (1.74 mL, 31.6 mmol) was added to a vigorously stirred suspension of MgSO4 (15.2 g, 126.4 mmol, 4 eq) in toluene (100 mL). The mixture was stirred for 15 minutes, after which 3,5-difluorobenzoic acid (5 g, 31.6 mmol) and t-BuOH (14.9 mL, 158 mmol, 5 eq) were added successively. The mixture was stoppered tightly and stirred at room temperature until the reaction was complete by TLC analysis. The reaction mixture was then quenched with saturated NaHCO3 solution and stirred until... The reactants are O1C=CC=C1.O (furan water), O1C=CC=C1 (furan). Run in O (water). Yields the product C(CCCO)O.C1CCOC1 (1,4-butanediol THF). As a reaction SMILES: [O:1]1[CH:5]=[CH:4][CH:3]=[CH:2]1.[O:6]1[CH:10]=[CH:9][CH:8]=[CH:7]1.O>O>[CH2:5]([OH:1])[CH2:4][CH2:3][CH2:2][OH:6].[CH2:9]1[CH2:10][O:6][CH2:7][CH2:8]1 |f:1.2,4.5|. Procedure: In carrying out the novel process, furan is reacted with water in general in a molar furan/water ratio of from 1:0.1 to 1:100, preferably from 1:0.2 to 1:50, particularly preferably from 1:1 to 1:10, to give 1,4-butanediol/THF. This is effected in the presence of hydrogen and a hydrogenation catalyst at in general 100 kPa-30 MPA (1-300 bar), preferably 500 kPa-20 MPa (5-200 bar), particularly preferably 1-15 MPa (10-150 bar), and at from 20 to 300° C., preferably from 40 to 230° C., particularly... RXN SMILES: [Br:1][c:2]1[cH:3][c:4]([N:24]([CH:25]2[CH2:26][CH2:27][O:28][CH2:29][CH2:30]2)[CH2:31][CH3:32])[c:5]([CH3:23])[c:6]([C:7](=[O:8])[NH:9][CH2:10][c:11]2[c:12](=[O:21])[nH:13][c:14]([CH3:20])[cH:15][c:16]2[CH:17]([CH3:18])[CH3:19])[cH:22]1.[C:50](=[O:51])([O-:52])[O-:53].[CH3:33][C:34]1([CH3:35])[C:36]([CH3:37])([CH3:38])[O:39][B:40]([c:41]2[cH:42][cH:43][c:44]([CH:47]=[O:48])[n:45][cH:46]2)[O:49]1.[Na+:54].[Na+:55].[O:56]1[CH2:57][CH2:58][O:59][CH2:60][CH2:61]1>>[c:2]1(-[c:41]2[cH:42][cH:43][c:44]([CH:47]=[O:48])[n:45][cH:46]2)[cH:3][c:4]([N:24]([CH:25]2[CH2:26][CH2:27][O:28][CH2:29][CH2:30]2)[CH2:31][CH3:32])[c:5]([CH3:23])[c:6]([C:7](=[O:8])[NH:9][CH2:10][c:11]2[c:12](=[O:21])[nH:13][c:14]([CH3:20])[cH:15][c:16]2[CH:17]([CH3:18])[CH3:19])[cH:22]1. Starting materials: CCN(c1cc(Br)cc(C(=O)NCc2c(C(C)C)cc(C)[nH]c2=O)c1C)C1CCOCC1, O=C([O-])[O-], CC1(C)OB(c2ccc(C=O)nc2)OC1(C)C, [Na+], [Na+], C1COCCO1. Product: CCN(c1cc(-c2ccc(C=O)nc2)cc(C(=O)NCc2c(C(C)C)cc(C)[nH]c2=O)c1C)C1CCOCC1. As a reaction SMILES: [CH2:1]([O:5][C:6]1[N:14]=[C:13]2[C:9]([N:10]=[C:11]([O:24]C)[N:12]2[CH2:15][CH2:16][CH2:17][CH:18]2[CH2:23][CH2:22][CH2:21][NH:20][CH2:19]2)=[C:8]([NH2:26])[N:7]=1)[CH2:2][CH2:3][CH3:4].I[CH:28]([CH3:30])[CH3:29]>>[NH2:26][C:8]1[N:7]=[C:6]([O:5][CH2:1][CH2:2][CH2:3][CH3:4])[N:14]=[C:13]2[C:9]=1[NH:10][C:11](=[O:24])[N:12]2[CH2:15][CH2:16][CH2:17][CH:18]1[CH2:23][CH2:22][CH2:21][N:20]([CH:28]([CH3:30])[CH3:29])[CH2:19]1. Procedure: Prepared similarly to Example 14 from 2-(butyloxy)-8-(methyloxy)-9-[3-(3-piperidinyl)propyl]-9H-purin-6-amine and 2-iodopropane. Product: NC1=C2NC(N(C2=NC(=N1)OCCCC)CCCC1CN(CCC1)C(C)C)=O (6-Amino-2-(butyloxy)-9-{3-[1-(1-methylethyl)-3-piperidinyl]propyl}-7,9-dihydro-8H-purin-8-one). The reactants are C(CCC)OC1=NC(=C2N=C(N(C2=N1)CCCC1CNCCC1)OC)N (2-(butyloxy)-8-(methyloxy)-9-[3-(3-piperidinyl)propyl]-9H-purin-6-amine), IC(C)C (2-iodopropane). Starting materials: C1(CCCCC1)C1=CC=C(C=C1)O (p-cyclohexylphenol), C=O (paraformaldehyde), C(C(=O)O)(=O)O (oxalic acid), OC1=CC=C(C=C1)C(C)(C)C1=CC=C(C=C1)O (bisphenol A), C1(=CC=CC=C1)O (phenol). The solvent is C1=CC=CC=C1 (benzene), C1=CC=CC=C1 (benzene). Run at temperature 160 celsius, time 4 hour. The product is OC1=CC=C(C=C1)C(C)(C)C1=CC=C(C=C1)O.C1(=CC=CC=C1)O.C=O (bisphenol A phenol formaldehyde). Reaction SMILES: C1([C:7]2[CH:12]=[CH:11][C:10]([OH:13])=[CH:9][CH:8]=2)CCCCC1.C=O.C(O)(=O)[C:17](O)=[O:18].[OH:22][C:23]1[CH:28]=[CH:27][C:26]([C:29]([C:32]2[CH:37]=[CH:36][C:35]([OH:38])=[CH:34][CH:33]=2)([CH3:31])[CH3:30])=[CH:25][CH:24]=1.C1(O)C=CC=CC=1>C1C=CC=CC=1>[OH:22][C:23]1[CH:24]=[CH:25][C:26]([C:29]([C:32]2[CH:33]=[CH:34][C:35]([OH:38])=[CH:36][CH:37]=2)([CH3:31])[CH3:30])=[CH:27][CH:28]=1.[C:10]1([OH:13])[CH:11]=[CH:12][CH:7]=[CH:8][CH:9]=1.[CH2:17]=[O:18] |f:6.7.8|. Procedure details: 176 g (1 mole) of p-cyclohexylphenol, 42.2 g (1.13 moles) of 80% paraformaldehyde, and 3.0 g of oxalic acid were dissolved in 300 ml of benzene, and reacted at the boiling point of benzene for 12 hours to give a reaction intermediate consuming 92% of the formaldehyde used. To the reaction intermediate were added 57 g (0.25 mole) of 4,4'-isopropylidene-biphenol and 23.5 g (0.25 mole) of phenol, and the reaction was continued for 4 hours. The reaction mixture was heated to 160° C. to remove water ... The reactants are [Ge](Cl)(Cl)(Cl)Cl (germanium tetrachloride), C[SiH2]O[Si](C)(C)C (tetramethyl disiloxane), C(C=C)(=O)O (acrylic acid). Conditions: time 5 day. Yields the product C(CC)(=O)O.Cl[GeH](Cl)Cl (TPA). Reaction SMILES: [Ge:1](Cl)([Cl:4])([Cl:3])[Cl:2].C[SiH2]O[Si](C)(C)C.[C:13]([OH:17])(=[O:16])[CH:14]=[CH2:15]>>[C:13]([OH:17])(=[O:16])[CH2:14][CH3:15].[Cl:2][GeH:1]([Cl:4])[Cl:3] |f:3.4|. Reported procedure: An example of this alternative process follows. To a 50 L glass reactor was added successively: 7.2 Kg germanium tetrachloride, 5.3 Kg tetramethyl disiloxane, and 2.32 Kg of acrylic acid. The resulting mixture was stirred for 5 days forming TPA (trichlorogermane propionic acid) as a product. Volatile components were removed via vacuum distillation while the TPA product was heated to an internal temperature of 75° C.-80° C., where it was a homogeneous, clear and colorless viscous melt. Distillati... Starting materials: O=C1CCC(=O)N1Br, CC(Cn1ncc2ccc(O)cc21)O[Si](C)(C)C(C)(C)C, C1CCOC1, [Na+], O=S([O-])O. As a reaction SMILES: [Br:22][N:23]1[C:24](=[O:25])[CH2:26][CH2:27][C:28]1=[O:29].[C:1]([CH3:2])([CH3:3])([CH3:4])[Si:5]([O:6][CH:7]([CH2:8][n:9]1[n:10][cH:11][c:12]2[cH:13][cH:14][c:15]([OH:18])[cH:16][c:17]12)[CH3:19])([CH3:20])[CH3:21].[CH2:35]1[O:36][CH2:37][CH2:38][CH2:39]1.[Na+:34].[S:30](=[O:31])([OH:32])[O-:33]>>[C:1]([CH3:2])([CH3:3])([CH3:4])[Si:5]([O:6][CH:7]([CH2:8][n:9]1[n:10][cH:11][c:12]2[cH:13][cH:14][c:15]([OH:18])[c:16]([Br:22])[c:17]12)[CH3:19])([CH3:20])[CH3:21]. The product is CC(Cn1ncc2ccc(O)c(Br)c21)O[Si](C)(C)C(C)(C)C.